From a dataset of the Open Reaction Database (ORD), a public repository of structured organic reaction records. describe an organic reaction: reactants, conditions, products, and yield The reactants are Cl (hydrochloride), NC1=C(C=C(C=C1I)C(CNC(C)C)=O)F (4'-amino-3'-fluoro-2-isopropylamino-5'-iodo-acetophenone), [BH4-].[Na+] (sodium borohydride). The product is NC1=C(C=C(C=C1I)C(CNC(C)C)O)F (1-(4'-Amino-3'-fluoro-5'-iodo-phenyl)-2-isopropylamino-ethanol). RXN SMILES: Cl.[NH2:2][C:3]1[C:8]([I:9])=[CH:7][C:6]([C:10](=[O:16])[CH2:11][NH:12][CH:13]([CH3:15])[CH3:14])=[CH:5][C:4]=1[F:17].[BH4-].[Na+]>>[NH2:2][C:3]1[C:8]([I:9])=[CH:7][C:6]([CH:10]([OH:16])[CH2:11][NH:12][CH:13]([CH3:14])[CH3:15])=[CH:5][C:4]=1[F:17] |f:2.3|. Procedure: m.p. of the hydrochloride: 203°-205° C. (decomp.), was prepared from 4'-amino-3'-fluoro-2-isopropylamino-5'-iodo-acetophenone and sodium borohydride analogous to Example 49. Reactants: CCOC(C)=O, C1CCOC1, CCCCCCC, CCN(C(C)C)C(C)C, CN(CC(O)CO)c1c(S(=O)(=O)C(F)(F)F)c(C#N)nn1-c1c(Cl)cc(C(F)(F)F)cc1Cl, O. The product is CN(CC1COC(=O)O1)c1c(S(=O)(=O)C(F)(F)F)c(C#N)nn1-c1c(Cl)cc(C(F)(F)F)cc1Cl. RXN SMILES: [C:48]([O:49][CH2:50][CH3:51])(=[O:52])[CH3:53].[CH2:43]1[CH2:45][CH2:44][CH2:46][O:47]1.[CH3:54][CH2:55][CH2:56][CH2:57][CH2:58][CH2:59][CH3:60].[CH:34]([N:35]([CH:36]([CH3:37])[CH3:38])[CH2:39][CH3:40])([CH3:41])[CH3:42].[Cl:1][c:2]1[c:3](-[n:13]2[n:14][c:15]([C:32]#[N:33])[c:16]([S:25](=[O:26])(=[O:27])[C:28]([F:29])([F:30])[F:31])[c:17]2[N:18]([CH3:19])[CH2:20][CH:21]([CH2:22][OH:23])[OH:24])[c:4]([Cl:12])[cH:5][c:6]([C:8]([F:9])([F:10])[F:11])[cH:7]1.[OH2:61]>>[Cl:1][c:2]1[c:3](-[n:13]2[n:14][c:15]([C:32]#[N:33])[c:16]([S:25](=[O:26])(=[O:27])[C:28]([F:29])([F:30])[F:31])[c:17]2[N:18]([CH3:19])[CH2:20][CH:21]2[CH2:22][O:23][C:46](=[O:47])[O:24]2)[c:4]([Cl:12])[cH:5][c:6]([C:8]([F:9])([F:10])[F:11])[cH:7]1. The reactants are C(C)(C)(C)OC(=O)N1[C@@H]([C@H](CC1)F)C(=O)OCC1=CC=CC=C1 ((2R,3S)-3-fluoro-pyrrolidine-1,2-dicarboxylic acid 2-benzyl ester 1-tert-butyl ester). The reagents and catalysts are [Pd] (Pd/C). Run in CO (MeOH). The product is C(C)(C)(C)OC(=O)N1[C@@H]([C@H](CC1)F)C(=O)O ((2R,3S)-3-Fluoro-pyrrolidine-1,2-dicarboxylic acid 1-tert-butyl ester). Yield: 70.0%. RXN SMILES: [C:1]([O:5][C:6]([N:8]1[CH2:12][CH2:11][C@H:10]([F:13])[C@H:9]1[C:14]([O:16]CC1C=CC=CC=1)=[O:15])=[O:7])([CH3:4])([CH3:3])[CH3:2]>CO.[Pd]>[C:1]([O:5][C:6]([N:8]1[CH2:12][CH2:11][C@H:10]([F:13])[C@H:9]1[C:14]([OH:16])=[O:15])=[O:7])([CH3:4])([CH3:2])[CH3:3]. Procedure: A solution of (2R,3S)-3-fluoro-pyrrolidine-1,2-dicarboxylic acid 2-benzyl ester 1-tert-butyl ester (252 mg, 0.778 mmol; 72% purity by HPLC/215 nm) in MeOH (20 mL) was hydrogenated at RT (1 atm) over Pd/C 10% (35 mg, 10% w/w) for 24 h. The reaction mixture was filtered through a 0.45 microns filter and concentrated under reduced pressure to give the crude title compound (70% purity by HPLC/215 nm) as a white solid. This material was used in the next reaction step without further purification. MS ... Starting materials: CC(C)(C)C=1C=C(C(=O)O)C=C(C1O)C(C)(C)C (3,5-bis(1,1-dimethylethyl)-4-hydroxybenzoic acid), N (ammonia). Run in O1CCCC1 (tetrahydrofuran). Conditions: temperature 26 celsius, time 2 hour. The product is CC(C)(C)C=1C=C(C(=O)N)C=C(C1O)C(C)(C)C (3,5-bis(1,1-dimethylethyl)-4-hydroxybenzamide). As a reaction SMILES: [CH3:1][C:2]([C:5]1[CH:6]=[C:7]([CH:11]=[C:12]([C:15]([CH3:18])([CH3:17])[CH3:16])[C:13]=1[OH:14])[C:8](O)=[O:9])([CH3:4])[CH3:3].[NH3:19]>O1CCCC1>[CH3:1][C:2]([C:5]1[CH:6]=[C:7]([CH:11]=[C:12]([C:15]([CH3:18])([CH3:17])[CH3:16])[C:13]=1[OH:14])[C:8]([NH2:19])=[O:9])([CH3:4])[CH3:3]. Reported procedure: In a 22 L Morton flask, 749 g (3.0 mol) of 3,5-bis(1,1-dimethylethyl)-4-hydroxybenzoic acid, 533 g (3.3 mol) carbonylcuiimidazole and tetrahydrofuran (THF) were combined and heated slowly to reflux and allowed to reflux for 2.5 hours. The reaction mixture was cooled to 26° C. and concentrated aqueous ammonia was added. Stirring was continued for 2 hours and the reaction mixture was allowed to stand overnight. The contents were transferred to a flask and rinsed with tetrahydrofuran (250 mL). The ... Starting materials: CS(=O)(=O)C1=CC=C(C=C1)C1=CC=CC=2N1N=C(N2)N (5-(4-methanesulfonyl-phenyl)-[1,2,4]triazolo[1,5-a]pyridin-2-ylamine), BrC=1C=C(CN2CCS(CC2)(=O)=O)C=CC1 (4-(3-bromo-benzyl)-thiomorpholine 1,1-dioxide), C1(CCCCC1)P(C1=C(C=CC=C1)C1=C(C=CC=C1)P(C1CCCCC1)C1CCCCC1)C1CCCCC1 (2,2′-bis-dicyclohexylphosphanyl-biphenyl). Product: O=S1(CCN(CC1)CC=1C=C(C=CC1)NC1=NN2C(C=CC=C2C2=CC=C(C=C2)S(=O)(=O)C)=N1)=O (N-{3-[(1,1-dioxidothiomorpholin-4-yl)methyl]phenyl}-5-[4-(methylsulfonyl)phenyl][1,2,4]triazolo[1,5-a]pyridin-2-amine), foam. Isolated yield 32.0%. Reaction SMILES: [CH3:1][S:2]([C:5]1[CH:10]=[CH:9][C:8]([C:11]2[N:16]3[N:17]=[C:18]([NH2:20])[N:19]=[C:15]3[CH:14]=[CH:13][CH:12]=2)=[CH:7][CH:6]=1)(=[O:4])=[O:3].Br[C:22]1[CH:23]=[C:24]([CH:34]=[CH:35][CH:36]=1)[CH2:25][N:26]1[CH2:31][CH2:30][S:29](=[O:33])(=[O:32])[CH2:28][CH2:27]1.C1(P(C2CCCCC2)C2C=CC=CC=2C2C=CC=CC=2P(C2CCCCC2)C2CCCCC2)CCCCC1>>[O:33]=[S:29]1(=[O:32])[CH2:30][CH2:31][N:26]([CH2:25][C:24]2[CH:23]=[C:22]([NH:20][C:18]3[N:19]=[C:15]4[CH:14]=[CH:13][CH:12]=[C:11]([C:8]5[CH:9]=[CH:10][C:5]([S:2]([CH3:1])(=[O:3])=[O:4])=[CH:6][CH:7]=5)[N:16]4[N:17]=3)[CH:36]=[CH:35][CH:34]=2)[CH2:27][CH2:28]1. Reported procedure: N-{3-[(1,1-dioxidothiomorpholin-4-yl)methyl]phenyl}-5-[4-(methylsulfonyl)phenyl][1,2,4]triazolo[1,5-a]pyridin-2-amine was prepared from 5-(4-methanesulfonyl-phenyl)-[1,2,4]triazolo[1,5-a]pyridin-2-ylamine (75.0 mg, 0.260 mmol) and 4-(3-bromo-benzyl)-thiomorpholine 1,1-dioxide (90.0 mg, 0.296 mmol) with 2,2′-bis-dicyclohexylphosphanyl-biphenyl (25.0 mg, 0.0457 mmol) as the ligand in a manner analogous to Example 2d. Product isolated as a yellow foam (0.042 g, 32%). 1H NMR (400 MHz, CDCl3, δ, ppm)... Starting materials: COC(=O)C1=C(CS(=O)(=O)N)C=CC=C1 ((2-methoxycarbonylbenzyl)sulfonamide), COC1=NC(=NC(=C1)OC)N=C=S (4,6-dimethoxy-2-isothiocyanatopyrimidine), C([O-])([O-])=O.[K+].[K+] (potassium carbonate). Solvent: CC(=O)C (acetone). Run at temperature 55 celsius, time 8.5 hour. Product: COC(=O)C1=C(CS(=O)(=O)NC(=S)NC2=NC(=CC(=N2)OC)OC)C=CC=C1 (N-(2-Methoxycarbonylbenzyl)sulfonyl-N'-(4,6-dimethoxy-2-pyrimidinyl) thiourea). Isolated yield 771.9%. As a reaction SMILES: [CH3:1][O:2][C:3]([C:5]1[CH:15]=[CH:14][CH:13]=[CH:12][C:6]=1[CH2:7][S:8]([NH2:11])(=[O:10])=[O:9])=[O:4].[CH3:16][O:17][C:18]1[CH:23]=[C:22]([O:24][CH3:25])[N:21]=[C:20]([N:26]=[C:27]=[S:28])[N:19]=1.C(=O)([O-])[O-].[K+].[K+]>CC(C)=O>[CH3:1][O:2][C:3]([C:5]1[CH:15]=[CH:14][CH:13]=[CH:12][C:6]=1[CH2:7][S:8]([NH:11][C:27]([NH:26][C:20]1[N:19]=[C:18]([O:17][CH3:16])[CH:23]=[C:22]([O:24][CH3:25])[N:21]=1)=[S:28])(=[O:10])=[O:9])=[O:4] |f:2.3.4|. Procedure: A mixture of 2.5 g of (2-methoxycarbonylbenzyl)sulfonamide, 21.5 g of 4,6-dimethoxy-2-isothiocyanatopyrimidine and 15.1 g of anhydrous potassium carbonate in 400 ml of acetone is stirred for 8.5 hours at 55° C., and then filtered to collect precipitated crystals. To the filtrate, further 2 g of anhydrous potassium carbonate is added and stirred for 2 hours at 60° C. The precipitated crystals are collected. The combined crystals are suspended in 1.5 of water and adjusted to pH 2 with hydrochloric...